This data is from the Open Reaction Database (ORD), a public repository of structured organic reaction records. The task is: describe an organic reaction: reactants, conditions, products, and yield Reactants: CCOC(=O)C(F)(F)Br, CS(C)=O, [Cl-], [Cu], CC1(C)CCC(C)(C)c2cc(C(=O)Nc3ccc(I)cc3)ccc21, [NH4+]. The product is CCOC(=O)C(F)(F)c1ccc(NC(=O)c2ccc3c(c2)C(C)(C)CCC3(C)C)cc1. Reaction SMILES: [CH2:1]([CH3:2])[O:3][C:4]([C:5]([F:6])([F:7])[Br:8])=[O:9].[CH3:34][S:35]([CH3:36])=[O:37].[Cl-:38].[Cu:40].[I:10][c:11]1[cH:12][cH:13][c:14]([NH:17][C:18](=[O:19])[c:20]2[cH:21][c:22]3[c:27]([cH:28][cH:29]2)[C:26]([CH3:30])([CH3:31])[CH2:25][CH2:24][C:23]3([CH3:32])[CH3:33])[cH:15][cH:16]1.[NH4+:39]>>[CH2:1]([CH3:2])[O:3][C:4]([C:5]([F:6])([F:7])[c:11]1[cH:12][cH:13][c:14]([NH:17][C:18](=[O:19])[c:20]2[cH:21][c:22]3[c:27]([cH:28][cH:29]2)[C:26]([CH3:30])([CH3:31])[CH2:25][CH2:24][C:23]3([CH3:32])[CH3:33])[cH:15][cH:16]1)=[O:9].